Task: describe an organic reaction: reactants, conditions, products, and yield. Dataset: the Open Reaction Database (ORD), a public repository of structured organic reaction records RXN SMILES: [C:1]([c:2]1[cH:3][cH:4][cH:5][cH:6][cH:7]1)(=[O:8])[c:9]1[c:10]([NH:16][C:17](=[S:18])[N:19]([NH2:20])[CH3:21])[cH:11][cH:12][c:13]([Cl:15])[cH:14]1.[CH2:22]([OH:23])[CH2:24][CH3:25]>>[C:1]1([c:2]2[cH:3][cH:4][cH:5][cH:6][cH:7]2)=[N:20][N:19]([CH3:21])[C:17](=[S:18])[NH:16][c:10]2[c:9]1[cH:14][c:13]([Cl:15])[cH:12][cH:11]2. Yields the product CN1N=C(c2ccccc2)c2cc(Cl)ccc2NC1=S. Reactants: CN(N)C(=S)Nc1ccc(Cl)cc1C(=O)c1ccccc1, CCCO. Reactants: ClC1=CC=C(C=N1)C(=O)O (6-chloro-3-pyridinecarboxylic acid), CO (methanol). Reagents/catalysts: Cl (hydrochloric acid). Run at time 8 hour. Yields the product COC(=O)C=1C=CC(=NC1)Cl (2-Chloro-5-pyridinecarboxylic Acid Methyl Ester). The yield is 71.0%. As a reaction SMILES: [Cl:1][C:2]1[N:7]=[CH:6][C:5]([C:8]([OH:10])=[O:9])=[CH:4][CH:3]=1.[CH3:11]O>Cl>[CH3:11][O:9][C:8]([C:5]1[CH:4]=[CH:3][C:2]([Cl:1])=[N:7][CH:6]=1)=[O:10]. Reported procedure: To a slurry of 2.0 g of 6-chloro-3-pyridinecarboxylic acid (Aldrich, 1001 West Saint Paul Avenue, Milwaukee, Wis. 53233 USA) in methanol (200 ml) was added two drops of concentrated aqueous hydrochloric acid and the mixture was stirred overnight at room temperature. The solvent was evaporated and the residue was dissolved in ethyl acetate, washed with saturated aqueous sodium bicarbonate solution, dried over sodium sulfate, and evaporated to give 1.5 g (71%) of product as a white solid. mp 90°-9... Procedure: 3-(2-Cyclopropylmethyl-2H-pyrazol-3-yl)-5-(5-methyl-pyridin-2-yl)-benzoic acid (0.120 g, 0.36 mmol), C-(5-methyl-pyrazin-2-yl)-methylamine (0.044 g, 0.36 mmol), EDCI (0.103 g, 0.54 mmol), HOBt (0.073 g, 0.54 mmol), and NMM (0.183 g, 1.80 mmol) were added to 7 mL of dichloromethane. The reaction mixture was stirred for 48 hours at room temperature, then concentrated under reduced pressure. The residue was purified via flash chromatography (5:1 EtOAc/hexanes) to give 0.14 g of 3-(2-cyclopropylmeth... The reactants are C1(CC1)CN1N=CC=C1C=1C=C(C(=O)O)C=C(C1)C1=NC=C(C=C1)C (3-(2-Cyclopropylmethyl-2H-pyrazol-3-yl)-5-(5-methyl-pyridin-2-yl)-benzoic acid), CC=1N=CC(=NC1)CN (C-(5-methyl-pyrazin-2-yl)-methylamine), CCN=C=NCCCN(C)C (EDCI), C=1C=CC2=C(C1)N=NN2O (HOBt), CN1CCOCC1 (NMM). Product: C1(CC1)CN1N=CC=C1C=1C=C(C(=O)NCC2=NC=C(N=C2)C)C=C(C1)C1=NC=C(C=C1)C (3-(2-cyclopropylmethyl-2H-pyrazol-3-yl)-N-(5-methyl-pyrazin-2-ylmethyl)-5-(5-methyl-pyridin-2-yl)-benzamide). Run at time 48 hour. Run in ClCCl (dichloromethane). The yield is 88.7%. Reaction SMILES: [CH:1]1([CH2:4][N:5]2[C:9]([C:10]3[CH:11]=[C:12]([CH:16]=[C:17]([C:19]4[CH:24]=[CH:23][C:22]([CH3:25])=[CH:21][N:20]=4)[CH:18]=3)[C:13](O)=[O:14])=[CH:8][CH:7]=[N:6]2)[CH2:3][CH2:2]1.[CH3:26][C:27]1[N:28]=[CH:29][C:30]([CH2:33][NH2:34])=[N:31][CH:32]=1.CCN=C=NCCCN(C)C.C1C=CC2N(O)N=NC=2C=1.CN1CCOCC1>ClCCl>[CH:1]1([CH2:4][N:5]2[C:9]([C:10]3[CH:11]=[C:12]([CH:16]=[C:17]([C:19]4[CH:24]=[CH:23][C:22]([CH3:25])=[CH:21][N:20]=4)[CH:18]=3)[C:13]([NH:34][CH2:33][C:30]3[CH:29]=[N:28][C:27]([CH3:26])=[CH:32][N:31]=3)=[O:14])=[CH:8][CH:7]=[N:6]2)[CH2:3][CH2:2]1. Reactants: CC#N, CCOC(C)=O, CC(C)(C)OC(=O)N1CCN(c2cnc3ccc(-c4cncc(NS(=O)(=O)c5ccccc5)c4)cc3n2)C(=O)C1, O=C(O)C(F)(F)F. Yields the product O=C1CNCCN1c1cnc2ccc(-c3cncc(NS(=O)(=O)c4ccccc4)c3)cc2n1. As a reaction SMILES: [CH3:48][C:49]#[N:50].[CH3:51][CH2:52][O:53][C:54](=[O:55])[CH3:56].[O:1]=[C:2]1[CH2:3][N:4]([C:34]([O:35][C:36]([CH3:37])([CH3:38])[CH3:39])=[O:40])[CH2:5][CH2:6][N:7]1[c:8]1[n:9][c:10]2[cH:11][c:12](-[c:18]3[cH:19][n:20][cH:21][c:22]([NH:24][S:25](=[O:26])(=[O:27])[c:28]4[cH:29][cH:30][cH:31][cH:32][cH:33]4)[cH:23]3)[cH:13][cH:14][c:15]2[n:16][cH:17]1.[OH:41][C:42]([C:43]([F:44])([F:45])[F:46])=[O:47]>>[O:1]=[C:2]1[CH2:3][NH:4][CH2:5][CH2:6][N:7]1[c:8]1[n:9][c:10]2[cH:11][c:12](-[c:18]3[cH:19][n:20][cH:21][c:22]([NH:24][S:25](=[O:26])(=[O:27])[c:28]4[cH:29][cH:30][cH:31][cH:32][cH:33]4)[cH:23]3)[cH:13][cH:14][c:15]2[n:16][cH:17]1.